Dataset: the Open Reaction Database (ORD), a public repository of structured organic reaction records. Task: describe an organic reaction: reactants, conditions, products, and yield Starting materials: [Br-].C(=O)(O)CCCCCCCCC[P+](C1=CC=CC=C1)(C1=CC=CC=C1)C1=CC=CC=C1 ((9-carboxynonyl)triphenylphosphonium bromide), ClC1=CC=C(C=O)C=C1 (4-chlorobenzaldehyde). The product is ClC1=CC=C(C=C1)CCCCCCCCCCC(=O)O (11-(4-Chlorophenyl)undecanoic acid). As a reaction SMILES: [Br-].[C:2]([CH2:5][CH2:6][CH2:7][CH2:8][CH2:9][CH2:10][CH2:11][CH2:12][CH2:13][P+](C1C=CC=CC=1)(C1C=CC=CC=1)C1C=CC=CC=1)([OH:4])=[O:3].[Cl:33][C:34]1[CH:41]=[CH:40][C:37]([CH:38]=O)=[CH:36][CH:35]=1>>[Cl:33][C:34]1[CH:41]=[CH:40][C:37]([CH2:38][CH2:13][CH2:12][CH2:11][CH2:10][CH2:9][CH2:8][CH2:7][CH2:6][CH2:5][C:2]([OH:4])=[O:3])=[CH:36][CH:35]=1 |f:0.1|. Procedure: By the similar procedure of synthesis of B10, compound B2 (2.20 g, 4.28 mmol) and 4-chlorobenzaldehyde (401 mg, 2.85 mmole) were used as starting materials to afford B17 (526 mg, 1.77 mmol, 62%). mp: 93° C. 1H-NMR (CDCl3, 400 MHz) δ 7.21 (d, J=8.4 Hz, 1H), 7.08 (d, J=8.4 Hz, 2H), 2.54 (t, J=7.5 Hz, 2H), 2.33 (t, J=7.5 Hz, 2H), 1.53-1.63 (m, 4H), 1.26 (m, 12H). 13C-NMR (CDCl3, 100 MHz) δ 179.90, 141.28, 131.21, 129.71, 128.27, 35.26, 34.00, 31.35, 29.69, 29.44, 29.39, 29.36, 29.19, 29.13, 29.01, ... The reactants are CC1=NC(=CC=C1)C=1N(CC(N1)(C(F)(F)F)O)C1=CC=C(C=C1)S(=O)(=O)C (2-methyl-6-[4-hydroxy-1-[4-(methylsulfonyl)phenyl]-4-(trifluoromethyl)-4,5-dihydro-1H-imidazol-2-yl]pyridine), O.C1(=CC=C(C=C1)S(=O)(=O)O)C (p-toluenesulfonic acid monohydrate). Solvent: C1(=CC=CC=C1)C (toluene). Product: CC1=NC(=CC=C1)C=1N(C=C(N1)C(F)(F)F)C1=CC=C(C=C1)S(=O)(=O)C (2-methyl-6-[1-[4-(methylsulfonyl)phenyl]-4-trifluoromethyl-1H-imidazol-2-yl]pyridine). Isolated yield 38.6%. As a reaction SMILES: [CH3:1][C:2]1[CH:7]=[CH:6][CH:5]=[C:4]([C:8]2[N:9]([C:18]3[CH:23]=[CH:22][C:21]([S:24]([CH3:27])(=[O:26])=[O:25])=[CH:20][CH:19]=3)[CH2:10][C:11](O)([C:13]([F:16])([F:15])[F:14])[N:12]=2)[N:3]=1.O.C1(C)C=CC(S(O)(=O)=O)=CC=1>C1(C)C=CC=CC=1>[CH3:1][C:2]1[CH:7]=[CH:6][CH:5]=[C:4]([C:8]2[N:9]([C:18]3[CH:23]=[CH:22][C:21]([S:24]([CH3:27])(=[O:26])=[O:25])=[CH:20][CH:19]=3)[CH:10]=[C:11]([C:13]([F:15])([F:16])[F:14])[N:12]=2)[N:3]=1 |f:1.2|. Procedure: A mixture of the 4,5-dihydro-imidazole of step 2 (1.3 g, 3.26 mmol) and p-toluenesulfonic acid monohydrate (0.26 g, 1.36 mmol) in toluene (200 ml) was heated to reflux for 24 hours. The reaction mixture was cooled and the solvent removed under reduced pressure. The crude mixture (1.56 g) was chromatographed on silica gel using ethyl acetate/acetone (98/2) to give pure 2-methyl-6-[1-[4-(methylsulfonyl)phenyl]-4-trifluoromethyl-1H-imidazol-2-yl]pyridine (0.48 g, 38%) as a white solid: mp (DSC) 205... Starting materials: I-BuB(OH)2, C1(=CC(=CC=C1)N[C@H](C(=O)N[C@H](C(=O)N[C@@H](CC(C)C)B1O[C@]2([C@@H]3C([C@H](C[C@H]2O1)C3)(C)C)C)C(C)C)CC3=CC(=C(C(=C3)OC)OC)OC)C3=CC=CC=C3 ((S)-2-[(S)-2-(Biphenyl-3-ylamino)-3-(3,4,5-trimethoxy-phenyl)-propionylamino]-3-methyl-N-[(R)-3-methyl-1-((1S,2S,6R,8S)-2,9,9-trimethyl-3,5-dioxa-4-bora-tricyclo[6.1.1.02,6]dec-4-yl)-butyl]-butyramide), Cl (HCl). Run in CO (methanol), CCCCCC (hexane), CCCCCC (hexane), CO (methanol). Run at time 2 hour. Yields the product C1(=CC(=CC=C1)N[C@H](C(=O)N[C@H](C(=O)N[C@@H](CC(C)C)B(O)O)C(C)C)CC1=CC(=C(C(=C1)OC)OC)OC)C1=CC=CC=C1 ((R)-1-{(S)-2-[(S)-2-(Biphenyl-3-ylamino)-3-(3,4,5-trimethoxy-phenyl)-propionylamino]-3-methyl-butyrylamino}-3-methyl-butylboronic acid). RXN SMILES: [C:1]1([C:50]2[CH:55]=[CH:54][CH:53]=[CH:52][CH:51]=2)[CH:6]=[CH:5][CH:4]=[C:3]([NH:7][C@@H:8]([CH2:37][C:38]2[CH:43]=[C:42]([O:44][CH3:45])[C:41]([O:46][CH3:47])=[C:40]([O:48][CH3:49])[CH:39]=2)[C:9]([NH:11][C@@H:12]([CH:34]([CH3:36])[CH3:35])[C:13]([NH:15][C@H:16]([B:21]2[O:29][C@H]3[C@](C)([C@H]4C[C@@H](C3)C4(C)C)[O:22]2)[CH2:17][CH:18]([CH3:20])[CH3:19])=[O:14])=[O:10])[CH:2]=1.Cl>CO.CCCCCC>[C:1]1([C:50]2[CH:51]=[CH:52][CH:53]=[CH:54][CH:55]=2)[CH:6]=[CH:5][CH:4]=[C:3]([NH:7][C@@H:8]([CH2:37][C:38]2[CH:39]=[C:40]([O:48][CH3:49])[C:41]([O:46][CH3:47])=[C:42]([O:44][CH3:45])[CH:43]=2)[C:9]([NH:11][C@@H:12]([CH:34]([CH3:36])[CH3:35])[C:13]([NH:15][C@H:16]([B:21]([OH:29])[OH:22])[CH2:17][CH:18]([CH3:20])[CH3:19])=[O:14])=[O:10])[CH:2]=1. Procedure: I-BuB(OH)2 is added to a mixture of (S)-2-[(S)-2-(Biphenyl-3-ylamino)-3-(3,4,5-trimethoxy-phenyl)-propionylamino]-3-methyl-N-[(R)-3-methyl-1-((1S,2S,6R,8S)-2,9,9-trimethyl-3,5-dioxa-4-bora-tricyclo[6.1.1.02,6]dec-4-yl)-butyl]-butyramide, methanol (4.3 mL), hexane (4.3 mL) and 1N HCl (1.45 mL). The reaction mixture is stirred for 2 h at rt and then diluted with methanol (8 mL) and hexane (8 mL). The two layers are separated. The methanol layer is washed twice with hexane, diluted with CH2Cl2, was... Reactants: CC(=O)Nc1nc(C)c(S(=O)(=O)Cl)s1, CCOc1ccc(C2COc3cc4c(cc3O2)CNC(C(=O)NC(Cc2ccc(-c3ccc(C#N)cc3)cc2)C(=O)OC)C4)cc1, Cl. Yields the product CCOc1ccc(C2COc3cc4c(cc3O2)CN(S(=O)(=O)c2sc(NC(C)=O)nc2C)C(C(=O)NC(Cc2ccc(-c3ccc(C#N)cc3)cc2)C(=O)OC)C4)cc1. Reaction SMILES: [C:48]([CH3:49])(=[O:50])[NH:51][c:52]1[s:53][c:54]([S:58](=[O:59])(=[O:60])[Cl:61])[c:55]([CH3:57])[n:56]1.[CH3:2][O:3][C:4]([CH:5]([CH2:6][c:7]1[cH:8][cH:9][c:10](-[c:13]2[cH:14][cH:15][c:16]([C:19]#[N:20])[cH:17][cH:18]2)[cH:11][cH:12]1)[NH:21][C:22](=[O:23])[CH:24]1[NH:25][CH2:26][c:27]2[cH:28][c:29]3[c:30]([cH:31][c:32]2[CH2:33]1)[O:34][CH2:35][CH:36]([c:38]1[cH:39][cH:40][c:41]([O:44][CH2:45][CH3:46])[cH:42][cH:43]1)[O:37]3)=[O:47].[ClH:1]>>[CH3:2][O:3][C:4]([CH:5]([CH2:6][c:7]1[cH:8][cH:9][c:10](-[c:13]2[cH:14][cH:15][c:16]([C:19]#[N:20])[cH:17][cH:18]2)[cH:11][cH:12]1)[NH:21][C:22](=[O:23])[CH:24]1[N:25]([S:58]([c:54]2[s:53][c:52]([NH:51][C:48]([CH3:49])=[O:50])[n:56][c:55]2[CH3:57])(=[O:59])=[O:60])[CH2:26][c:27]2[cH:28][c:29]3[c:30]([cH:31][c:32]2[CH2:33]1)[O:34][CH2:35][CH:36]([c:38]1[cH:39][cH:40][c:41]([O:44][CH2:45][CH3:46])[cH:42][cH:43]1)[O:37]3)=[O:47].